From a dataset of the Open Reaction Database (ORD), a public repository of structured organic reaction records. describe an organic reaction: reactants, conditions, products, and yield Starting materials: [Al+3].[Cl-].[Cl-].[Cl-] (AlCl3), OC1=C(C(=O)Cl)C=CC=C1C (2-hydroxy-3-methylbenzoic acid chloride), Cl (HCl). The solvent is ClC1=CC=CC=C1 (Chlorobenzene), ClC1=CC=CC=C1 (chlorobenzene). Run at temperature 100 celsius. Product: OC1=C(C(=O)C2=CC=C(C=C2)Cl)C=CC=C1C (2-Hydroxy-3-methyl-4'-chlorobenzophenone). Reaction SMILES: [Al+3].[Cl-:2].[Cl-].[Cl-].[OH:5][C:6]1[C:14]([CH3:15])=[CH:13][CH:12]=[CH:11][C:7]=1[C:8](Cl)=[O:9].Cl>ClC1C=CC=CC=1>[OH:5][C:6]1[C:14]([CH3:15])=[CH:13][CH:12]=[CH:11][C:7]=1[C:8]([C:6]1[CH:14]=[CH:13][C:12]([Cl:2])=[CH:11][CH:7]=1)=[O:9] |f:0.1.2.3|. Reported procedure: Chlorobenzene (78.79 g, 71.6 ml; 0.7 mole) and AlCl3 (14 g, 0.105 mole) were mixed, stirred and treated with a solution of 2-hydroxy-3-methylbenzoic acid chloride (12 g, 0.07 mole) in chlorobenzene (20 ml). The mixture was stirred and heated at 100° C. overnight. The cooled mixture was added to conc. HCl (10 ml) and ice, extracted with ether, and ether washed with saturated sodium bicarbonate solution, dried (Na2SO4), filtered and the filtrate distilled, to give (after removal of the ether), a m...